From a dataset of the Open Reaction Database (ORD), a public repository of structured organic reaction records. describe an organic reaction: reactants, conditions, products, and yield Reactants: ClC=1C=CC(=C(C(=O)NCC2=CC3=C(C=C2)OCO3)C1)[N+](=O)[O-] (5-Chloro-N-(3,4-methylenedioxybenzyl)-2-nitrobenzamide), C(C)(=O)O (acetic acid), O (water). Reagents/catalysts: [Fe] (iron). The solvent is C(C)O (ethanol). Yields the product NC1=C(C(=O)NCC2=CC3=C(C=C2)OCO3)C=C(C=C1)Cl (2-amino-5-chloro-N-(3,4-methylenedioxybenzyl)benzamide). The yield is 92.1%. Reaction SMILES: [Cl:1][C:2]1[CH:3]=[CH:4][C:5]([N+:21]([O-])=O)=[C:6]([CH:20]=1)[C:7]([NH:9][CH2:10][C:11]1[CH:16]=[CH:15][C:14]2[O:17][CH2:18][O:19][C:13]=2[CH:12]=1)=[O:8].C(O)(=O)C.O>[Fe].C(O)C>[NH2:21][C:5]1[CH:4]=[CH:3][C:2]([Cl:1])=[CH:20][C:6]=1[C:7]([NH:9][CH2:10][C:11]1[CH:16]=[CH:15][C:14]2[O:17][CH2:18][O:19][C:13]=2[CH:12]=1)=[O:8]. Reported procedure: 5-Chloro-N-(3,4-methylenedioxybenzyl)-2-nitrobenzamide (620 mg), acetic acid (1 ml), water (1 ml) and ethanol (20 ml) were mildly heated together under reflux, followed by the addition of 1.0 g of powdered iron in portions under stirring. The obtained mixture was refluxed for one hour and filtered under heating to remove brown insolubles. The filtrate was concentrated, followed by the addition of ethanol. The resulting mixture was dissolved by heating. Concentrated hydrochloric acid was added to... Reactants: [Cl-], CCCCCC1COC(c2ccc(C(N)=O)c(F)c2)CO1, N, CN(C)C=O, O=P(Cl)(Cl)Cl. The product is CCCCCC1COC(c2ccc(C#N)c(F)c2)CO1. RXN SMILES: [Cl-:22].[F:1][c:2]1[c:3]([C:4](=[O:5])[NH2:6])[cH:7][cH:8][c:9]([CH:11]2[O:12][CH2:13][CH:14]([CH2:17][CH2:18][CH2:19][CH2:20][CH3:21])[O:15][CH2:16]2)[cH:10]1.[NH3:23].[O:29]=[CH:30][N:31]([CH3:32])[CH3:33].[P:24]([Cl:25])([Cl:26])([Cl:27])=[O:28]>>[F:1][c:2]1[c:3]([C:4]#[N:6])[cH:7][cH:8][c:9]([CH:11]2[O:12][CH2:13][CH:14]([CH2:17][CH2:18][CH2:19][CH2:20][CH3:21])[O:15][CH2:16]2)[cH:10]1. Reactants: C1COCCN1, NCC1CCCCC1, O=C(O)c1ccc(CN2C(=O)C3(COc4cc5c(cc43)CCO5)c3ccccc32)cc1, O=C(O)c1cccc(CN2C(=O)C3(COc4cc5c(cc43)CCO5)c3ccccc32)c1. As a reaction SMILES: [CH2:1]1[CH2:2][O:3][CH2:4][CH2:5][NH:6]1.[CH:7]1([CH2:8][NH2:9])[CH2:10][CH2:11][CH2:12][CH2:13][CH2:14]1.[O:15]=[C:16]1[N:17]([CH2:36][c:37]2[cH:38][cH:39][c:40]([C:41](=[O:42])[OH:43])[cH:44][cH:45]2)[c:18]2[cH:19][cH:20][cH:21][cH:22][c:23]2[C:24]12[c:25]1[c:26]([cH:29][c:30]3[c:34]([cH:35]1)[CH2:33][CH2:32][O:31]3)[O:27][CH2:28]2.[O:46]=[C:47]1[C:48]2([CH2:49][O:50][c:51]3[cH:52][c:53]4[c:54]([cH:55][c:56]32)[CH2:57][CH2:58][O:59]4)[c:60]2[c:61]([cH:62][cH:63][cH:64][cH:65]2)[N:66]1[CH2:67][c:68]1[cH:69][c:70]([C:74]([OH:75])=[O:76])[cH:71][cH:72][cH:73]1>>[CH2:1]1[CH2:2][O:3][CH2:4][CH2:5][N:6]1[C:41]([c:40]1[cH:39][cH:38][c:37]([CH2:36][N:17]2[C:16](=[O:15])[C:24]3([c:23]4[c:18]2[cH:19][cH:20][cH:21][cH:22]4)[c:25]2[c:26]([cH:29][c:30]4[c:34]([cH:35]2)[CH2:33][CH2:32][O:31]4)[O:27][CH2:28]3)[cH:45][cH:44]1)=[O:42]. Yields the product O=C(c1ccc(CN2C(=O)C3(COc4cc5c(cc43)CCO5)c3ccccc32)cc1)N1CCOCC1.